From a dataset of the Open Reaction Database (ORD), a public repository of structured organic reaction records. describe an organic reaction: reactants, conditions, products, and yield Starting materials: ClC1=C(C=CC=C1)N=C=S (1-Chloro-2-isothiocyanato-benzene), ClC=1C=C(CN2CCC(CC2)NC(CCC(=O)NN)=O)C=CC1Cl (N-[1-(3,4-dichlorobenzyl)-piperidin-4-yl]-3-hydrazinocarbonyl-propionamide), N-Cyclohexylcarbodiimide N-methyl polystyrene. Run in CN(C=O)C (dimethylformamide). Run at time 16 hour. Yields the product ClC1=C(C=CC=C1)NC1=NN=C(O1)CCC(=O)NC1CCN(CC1)CC1=CC(=C(C=C1)Cl)Cl (3-[5-(2-Chloro-phenylamino)-[1,3,4]oxadiazol-2-yl]-N-[1-(3,4-dichloro-benzyl)-piperidin-4-yl]-propionamide). As a reaction SMILES: [Cl:1][C:2]1[CH:7]=[CH:6][CH:5]=[CH:4][C:3]=1[N:8]=[C:9]=S.[Cl:11][C:12]1[CH:13]=[C:14]([CH:31]=[CH:32][C:33]=1[Cl:34])[CH2:15][N:16]1[CH2:21][CH2:20][CH:19]([NH:22][C:23](=[O:30])[CH2:24][CH2:25][C:26]([NH:28][NH2:29])=[O:27])[CH2:18][CH2:17]1>CN(C)C=O>[Cl:1][C:2]1[CH:7]=[CH:6][CH:5]=[CH:4][C:3]=1[NH:8][C:9]1[O:27][C:26]([CH2:25][CH2:24][C:23]([NH:22][CH:19]2[CH2:20][CH2:21][N:16]([CH2:15][C:14]3[CH:31]=[CH:32][C:33]([Cl:34])=[C:12]([Cl:11])[CH:13]=3)[CH2:17][CH2:18]2)=[O:30])=[N:28][N:29]=1. Procedure: 1-Chloro-2-isothiocyanato-benzene (0.112 g) and N-[1-(3,4-dichlorobenzyl)-piperidin-4-yl]-3-hydrazinocarbonyl-propionamide (0.20 g) were stirred together in dimethylformamide (2 ml) at ambient temperature for 2 hours. AM resin (0.324 g, Novabiochem, 2% DVB 1.57 mmol/g) was added and the resulting mixture was stirred at ambient temperature for 16 hours. N-Cyclohexylcarbodiimide N-methyl polystyrene HL (0.638 g, Novabiochem, 1.69 mmol/g) was added and the resulting mixture was stirred at 80° C. fo... The reactants are N1C(=NC2=C1C=CC=C2)NC2CCN(CC2)C(=O)OC(C)(C)C ((1H-benzimidazol-2-yl)(1-(t-butoxycarbonyl)piperidin-4-yl)amine), [H-].[Na+] (sodium hydride), BrCCCC(=O)OCC (ethyl 4-bromobutyrate). The solvent is CN(C=O)C (dimethylformamide). Run at temperature 80 celsius, time 15 minute. The product is C(=O)(OCC)CCCN1C(=NC2=C1C=CC=C2)NC2CCN(CC2)C(=O)OC(C)(C)C ((1-(3-carboethoxypropyl)-1H-benzimidazol-2-yl)(1-(t-butoxycarbonyl)piperidin-4-yl)amine). RXN SMILES: [NH:1]1[C:5]2[CH:6]=[CH:7][CH:8]=[CH:9][C:4]=2[N:3]=[C:2]1[NH:10][CH:11]1[CH2:16][CH2:15][N:14]([C:17]([O:19][C:20]([CH3:23])([CH3:22])[CH3:21])=[O:18])[CH2:13][CH2:12]1.[H-].[Na+].Br[CH2:27][CH2:28][CH2:29][C:30]([O:32][CH2:33][CH3:34])=[O:31]>CN(C)C=O>[C:30]([CH2:29][CH2:28][CH2:27][N:1]1[C:5]2[CH:6]=[CH:7][CH:8]=[CH:9][C:4]=2[N:3]=[C:2]1[NH:10][CH:11]1[CH2:16][CH2:15][N:14]([C:17]([O:19][C:20]([CH3:23])([CH3:22])[CH3:21])=[O:18])[CH2:13][CH2:12]1)([O:32][CH2:33][CH3:34])=[O:31] |f:1.2|. Procedure: Combine (1H-benzimidazol-2-yl)(1-(t-butoxycarbonyl)piperidin-4-yl)amine (0.51 g, 1.61 mmol) and dimethylformamide (15 mL). Add sodium hydride (0.086 g, 60% in oil, 2.15 mmol). Heat to 80° C. After 15 minutes, add ethyl 4-bromobutyrate (0.35 mL, 2.45 mmol) and continue heating at 80° C. After 18 hours, cool and partition the reaction mixture between dichloromethane and a saturated aqueous sodium bicarbonate solution. Separate the layers and extract the organic layer with brine. Dry the organic la...